The task is: describe an organic reaction: reactants, conditions, products, and yield. This data is from the Open Reaction Database (ORD), a public repository of structured organic reaction records. Starting materials: C1CCOC1, CCOC(C)=O, CCN(C(C)C)C(C)C, Clc1nc(Cl)c2c(-c3ccccc3)cccc2n1, COC(=O)c1ccc(CN)cc1. Reaction SMILES: [CH2:40]1[O:41][CH2:42][CH2:43][CH2:44]1.[CH3:45][CH2:46][O:47][C:48](=[O:49])[CH3:50].[CH:19]([N:20]([CH:21]([CH3:22])[CH3:23])[CH2:24][CH3:25])([CH3:26])[CH3:27].[Cl:1][c:2]1[n:3][c:4]2[cH:5][cH:6][cH:7][c:8](-[c:13]3[cH:14][cH:15][cH:16][cH:17][cH:18]3)[c:9]2[c:10]([Cl:12])[n:11]1.[NH2:28][CH2:29][c:30]1[cH:31][cH:32][c:33]([C:34](=[O:35])[O:36][CH3:37])[cH:38][cH:39]1>>[Cl:1][c:2]1[n:3][c:4]2[cH:5][cH:6][cH:7][c:8](-[c:13]3[cH:14][cH:15][cH:16][cH:17][cH:18]3)[c:9]2[c:10]([NH:28][CH2:29][c:30]2[cH:31][cH:32][c:33]([C:34](=[O:35])[O:36][CH3:37])[cH:38][cH:39]2)[n:11]1. Product: COC(=O)c1ccc(CNc2nc(Cl)nc3cccc(-c4ccccc4)c23)cc1. Starting materials: ClC1=C(OC2=C(OCC(=O)O)C=CC=C2)C=C(C(=C1)F)N1C(N(C(=CC1=O)C(F)(F)F)C)=O ([2-{2-chloro-4-fluoro-5-[3-methyl-2,6-dioxo-4-(trifluoromethyl)-1,2,3,6-tetrahydropyrimidin-1-yl]phenoxy}phenoxy]acetic acid), O1CCCC1 (tetrahydrofuran). Run in S(=O)(Cl)Cl (thionyl chloride). Yields the product ClC1=C(OC2=C(OCC(=O)OCC=C)C=CC=C2)C=C(C(=C1)F)N1C(N(C(=CC1=O)C(F)(F)F)C)=O (allyl [2-{2-chloro-4-fluoro-5-[3-methyl-2,6-dioxo-4-(trifluoromethyl)-1,2,3,6-tetrahydropyrimidin-1-yl]phenoxy}phenoxy]acetate). As a reaction SMILES: [Cl:1][C:2]1[CH:19]=[C:18]([F:20])[C:17]([N:21]2[C:26](=[O:27])[CH:25]=[C:24]([C:28]([F:31])([F:30])[F:29])[N:23]([CH3:32])[C:22]2=[O:33])=[CH:16][C:3]=1[O:4][C:5]1[CH:15]=[CH:14][CH:13]=[CH:12][C:6]=1[O:7][CH2:8][C:9]([OH:11])=[O:10].O1C[CH2:37][CH2:36][CH2:35]1>S(Cl)(Cl)=O>[Cl:1][C:2]1[CH:19]=[C:18]([F:20])[C:17]([N:21]2[C:26](=[O:27])[CH:25]=[C:24]([C:28]([F:29])([F:30])[F:31])[N:23]([CH3:32])[C:22]2=[O:33])=[CH:16][C:3]=1[O:4][C:5]1[CH:15]=[CH:14][CH:13]=[CH:12][C:6]=1[O:7][CH2:8][C:9]([O:11][CH2:37][CH:36]=[CH2:35])=[O:10]. Procedure details: First, 1.0 g of [2-{2-chloro-4-fluoro-5-[3-methyl-2,6-dioxo-4-(trifluoromethyl)-1,2,3,6-tetrahydropyrimidin-1-yl]phenoxy}phenoxy]acetic acid (compound a-1) was dissolved in tetrahydrofuran, to which 0.7 ml of thionyl chloride was added under stirring, and the mixture was heated and stirred under reflux for 2 hours. After left for cooling and the subsequent concentration, the residue was dissolved in 3 ml of tetrahydrofuran (hereinafter referred to as solution B). Then, 0.7 ml of tetrahydrofuran ... Reactants: CCOC(=O)C(C)(C)Oc1ccc(O)cc1C, CCCCP(CCCC)CCCC, OCc1ccc(-c2ccc(OC(F)(F)F)cc2)nc1C(F)(F)F. The product is CCOC(=O)C(C)(C)Oc1ccc(OCc2ccc(-c3ccc(OC(F)(F)F)cc3)nc2C(F)(F)F)cc1C. As a reaction SMILES: [CH2:1]([CH3:2])[O:3][C:4]([C:5]([CH3:6])([CH3:7])[O:8][c:9]1[c:10]([CH3:16])[cH:11][c:12]([OH:15])[cH:13][cH:14]1)=[O:17].[CH2:41]([P:42]([CH2:43][CH2:44][CH2:45][CH3:46])[CH2:47][CH2:48][CH2:49][CH3:50])[CH2:51][CH2:52][CH3:53].[F:18][C:19]([O:20][c:21]1[cH:22][cH:23][c:24](-[c:27]2[cH:28][cH:29][c:30]([CH2:37][OH:38])[c:31]([C:33]([F:34])([F:35])[F:36])[n:32]2)[cH:25][cH:26]1)([F:39])[F:40]>>[CH2:1]([CH3:2])[O:3][C:4]([C:5]([CH3:6])([CH3:7])[O:8][c:9]1[c:10]([CH3:16])[cH:11][c:12]([O:15][CH2:37][c:30]2[cH:29][cH:28][c:27](-[c:24]3[cH:23][cH:22][c:21]([O:20][C:19]([F:18])([F:39])[F:40])[cH:26][cH:25]3)[n:32][c:31]2[C:33]([F:34])([F:35])[F:36])[cH:13][cH:14]1)=[O:17].